This data is from the Open Reaction Database (ORD), a public repository of structured organic reaction records. The task is: describe an organic reaction: reactants, conditions, products, and yield Reactants: C=CCN(C)CCCCOc1ccc2c(c1)CCCN2C(=O)OC(C)(C)C, ClCCl, O=C(O)C(F)(F)F. Product: C=CCN(C)CCCCOc1ccc2c(c1)CCCN2. RXN SMILES: [C:1]([O:2][C:3](=[O:4])[N:8]1[CH2:9][CH2:10][CH2:11][c:12]2[cH:13][c:14]([O:18][CH2:19][CH2:20][CH2:21][CH2:22][N:23]([CH3:24])[CH2:25][CH:26]=[CH2:27])[cH:15][cH:16][c:17]21)([CH3:5])([CH3:6])[CH3:7].[Cl:35][CH2:36][Cl:37].[F:28][C:29]([F:30])([F:31])[C:32]([OH:33])=[O:34]>>[NH:8]1[CH2:9][CH2:10][CH2:11][c:12]2[cH:13][c:14]([O:18][CH2:19][CH2:20][CH2:21][CH2:22][N:23]([CH3:24])[CH2:25][CH:26]=[CH2:27])[cH:15][cH:16][c:17]21. Starting materials: COC(CSC1=CN=C(S1)NC(=O)N(CC(C)(C1=CC=CC=C1)C)C1CCC(CC1)C)=O ({2-[3-(4-methyl-cyclohexyl)-3-(2-methyl-2-phenyl-propyl)-ureido]-thiazol-5-ylsulfanyl}-acetic acid methyl ester), O[Li].O (LiOH.H2O). Solvent: C1CCOC1 (THF), O (water), O (Water). Reaction conditions: time 16 hour. Yields the product C[C@@H]1CC[C@H](CC1)N(C(NC=1SC(=CN1)SCC(=O)O)=O)CC(C)(C1=CC=CC=C1)C ({2-[3-(trans-4-Methyl-cyclohexyl)-3-(2-methyl-2-phenyl-propyl)-ureido]-thiazol-5-ylsulfanyl}-acetic acid). As a reaction SMILES: C[O:2][C:3](=[O:32])[CH2:4][S:5][C:6]1[S:10][C:9]([NH:11][C:12]([N:14]([CH:25]2[CH2:30][CH2:29][CH:28]([CH3:31])[CH2:27][CH2:26]2)[CH2:15][C:16]([CH3:24])([C:18]2[CH:23]=[CH:22][CH:21]=[CH:20][CH:19]=2)[CH3:17])=[O:13])=[N:8][CH:7]=1.O[Li].O>C1COCC1.O>[CH3:31][C@H:28]1[CH2:29][CH2:30][C@H:25]([N:14]([CH2:15][C:16]([CH3:24])([C:18]2[CH:19]=[CH:20][CH:21]=[CH:22][CH:23]=2)[CH3:17])[C:12](=[O:13])[NH:11][C:9]2[S:10][C:6]([S:5][CH2:4][C:3]([OH:32])=[O:2])=[CH:7][N:8]=2)[CH2:26][CH2:27]1 |f:1.2|. Procedure details: To a solution of {2-[3-(4-methyl-cyclohexyl)-3-(2-methyl-2-phenyl-propyl)-ureido]-thiazol-5-ylsulfanyl}-acetic acid methyl ester (350 mg, 0.737 mmol) in THF (50 mL) was added LiOH.H2O (186 mg, 4.42 mmol) in water (3 mL) at RT. The mixture was stirred at RT for 16 h. Water was added and the mixture was extracted with dichloromethane. The organic layer was collected, dried over anhydrous sodium sulfate. The solvent was removed at reduced pressure and the residue was purified by preparative HPLC to... Run in ClCCl (dichloromethane). Isolated yield 74.0%. The reagents and catalysts are [Ru](=O)(=O)(=O)[O-].C(CCC)[N+](CCCC)(CCCC)CCCC (tetra-n-butylammonium perruthenate). The product is [Si](C)(C)(C(C)(C)C)O[C@H]1C[C@@H](CC2=CC=C3[C@@H]4CC=C(C(C)=O)[C@]4(CC[C@@H]3[C@@]12C)C)O[Si](C)(C)C(C)(C)C (1α,3β-bis(tert-Butyldimethylsilyloxy)-20-oxopregna-5,7,16-triene), colorless solid. Procedure: A solution of 1α,3β-bis(tert-butyldimethylsilyloxy)-20(S)-hydroxypregna-5,7,16-triene (50.0 mg, 0.0894 mmol) and 4-methylmorpholine-N-oxide (15,7 mg, 0.134 mmol) in dichloromethane (1 ml) was stirred with powdered molecular sieve 4A at room temperature for 10 minutes. This was combined with tetra-n-butylammonium perruthenate (1.6 mg, 0.00447 mmol) and stirred at room temperature for 30 minutes. The reaction solution was filtered and then diluted with dichloromethane, and the organic layer was wa... Reaction conditions: time 30 minute. RXN SMILES: [Si:1]([O:8][C@@H:9]1[C@@:28]2([CH3:29])[C:13](=[CH:14][CH:15]=[C:16]3[C@@H:27]2[CH2:26][CH2:25][C@@:24]2([CH3:30])[C@H:17]3[CH2:18][CH:19]=[C:20]2[C@@H:21]([OH:23])[CH3:22])[CH2:12][C@@H:11]([O:31][Si:32]([C:35]([CH3:38])([CH3:37])[CH3:36])([CH3:34])[CH3:33])[CH2:10]1)([C:4]([CH3:7])([CH3:6])[CH3:5])([CH3:3])[CH3:2].C[N+]1([O-])CCOCC1>ClCCl.[Ru]([O-])(=O)(=O)=O.C([N+](CCCC)(CCCC)CCCC)CCC>[Si:1]([O:8][C@@H:9]1[C@@:28]2([CH3:29])[C:13](=[CH:14][CH:15]=[C:16]3[C@@H:27]2[CH2:26][CH2:25][C@@:24]2([CH3:30])[C@H:17]3[CH2:18][CH:19]=[C:20]2[C:21](=[O:23])[CH3:22])[CH2:12][C@@H:11]([O:31][Si:32]([C:35]([CH3:38])([CH3:37])[CH3:36])([CH3:33])[CH3:34])[CH2:10]1)([C:4]([CH3:7])([CH3:6])[CH3:5])([CH3:3])[CH3:2] |f:3.4|. Starting materials: [Si](C)(C)(C(C)(C)C)O[C@H]1C[C@@H](CC2=CC=C3[C@@H]4CC=C([C@H](C)O)[C@]4(CC[C@@H]3[C@@]12C)C)O[Si](C)(C)C(C)(C)C (1α,3β-bis(tert-butyldimethylsilyloxy)-20(S)-hydroxypregna-5,7,16-triene), C[N+]1(CCOCC1)[O-] (4-methylmorpholine-N-oxide), 4A. Starting materials: C(C)(C)(C)OC(NCC=1C=CC2=C(SC(=C2)C2=NC(=NC=C2)NCCCN2CCN(CC2)C)C1)=O ((2-{2-[3-(4-Methylpiperazin-1-yl)-propylamino]-pyrimidin-4-yl}-benzo[b]thiophen-6-ylmethyl)-carbamic acid tert-butyl ester), CO (methanol), C(=O)(C(F)(F)F)O (TFA). Run in ClCCl (dichloromethane). Conditions: time 20 hour. Yields the product NCC=1C=CC2=C(SC(=C2)C2=NC(=NC=C2)NCCCN2CCN(CC2)C)C1 ([4-(6-aminomethyl-benzo[b]thiophen-2-yl)-pyrimidin-2-yl]-[3-(4-methyl-piperazin-1-yl)-propyl]-amine), solid. Yield: 68.0%. Reaction SMILES: C(OC(=O)[NH:7][CH2:8][C:9]1[CH:10]=[CH:11][C:12]2[CH:16]=[C:15]([C:17]3[CH:22]=[CH:21][N:20]=[C:19]([NH:23][CH2:24][CH2:25][CH2:26][N:27]4[CH2:32][CH2:31][N:30]([CH3:33])[CH2:29][CH2:28]4)[N:18]=3)[S:14][C:13]=2[CH:34]=1)(C)(C)C.C(O)(C(F)(F)F)=O.CO>ClCCl>[NH2:7][CH2:8][C:9]1[CH:10]=[CH:11][C:12]2[CH:16]=[C:15]([C:17]3[CH:22]=[CH:21][N:20]=[C:19]([NH:23][CH2:24][CH2:25][CH2:26][N:27]4[CH2:28][CH2:29][N:30]([CH3:33])[CH2:31][CH2:32]4)[N:18]=3)[S:14][C:13]=2[CH:34]=1. Reported procedure: (2-{2-[3-(4-Methylpiperazin-1-yl)-propylamino]-pyrimidin-4-yl}-benzo[b]thiophen-6-ylmethyl)-carbamic acid tert-butyl ester (1.36 g, 2.74 mmol) is dissolved in dichloromethane (20 mL) and TFA (3.2 mL) is added. After stirring for 20 hours, methanol is added and the mixture is passed through an SCX column. After eluting with methanol to remove the salts, 20% 2.0 M NH3/MeOH)/EtOAC is used to elute the product which is then passed through a 15 g silica gel column using the same solvent system. The t... Reactants: COC1=CC=C(C=N1)C=CC(=O)OC (methyl β-(6-methoxypyridin-3-yl)acrylate), C(C)(=O)OCC (ethyl acetate), [H][H] (hydrogen). The reagents and catalysts are [Pd] (Pd/C). The product is COC1=C(C=CC=N1)CCC(=O)OC (methyl 3-(6-methoxypyridin-5-yl)propionate). Isolated yield 90.0%. RXN SMILES: CO[C:3]1[N:8]=[CH:7][C:6]([CH:9]=[CH:10][C:11]([O:13][CH3:14])=[O:12])=[CH:5][CH:4]=1.[H][H].[C:17](OCC)(=[O:19])C>[Pd]>[CH3:17][O:19][C:7]1[N:8]=[CH:3][CH:4]=[CH:5][C:6]=1[CH2:9][CH2:10][C:11]([O:13][CH3:14])=[O:12]. Reported procedure: A suspension of methyl β-(6-methoxypyridin-3-yl)acrylate (3 g, 15.5 mmol) and 1 g of 5% Pd/C in 100 ml of ethyl acetate was hydrogenated under hydrogen (50 psi). After hydrogen uptake had ceased, the mixture was filtered through solka floc, the filtrate was concentrated in vacuo to afford 2.7 g (90%) of methyl 3-(6-methoxypyridin-5-yl)propionate. Reactants: [Cl-].[Na+] (sodium chloride), [H-].[Na+] (sodium hydride), ICCCCCCC (1-iodoheptane), NC1=C(C=C(C2=C1C(C=C(O2)C2=CC(=C(C=C2)NC(C(C)(C)C)=O)F)=O)F)F (5-amino-6,8-difluoro-2-(3-fluoro-4-pivaloylaminophenyl)-4H-1-benzopyran-4-one). Run in CN(C=O)C (dimethylformamide). Run at time 2 hour. Yields the product FC=1C=C(C2=C(C(C=C(O2)C2=CC(=C(C=C2)NC(C(C)(C)C)=O)F)=O)C1NCCCCCCC)F (6,8-difluoro-2-(3-fluoro-4-pivaloylaminophenyl)-5-heptylamino-4H-1-benzopyran-4-one). The yield is 73.0%. Reaction SMILES: [NH2:1][C:2]1[C:7]2[C:8](=[O:26])[CH:9]=[C:10]([C:12]3[CH:17]=[CH:16][C:15]([NH:18][C:19](=[O:24])[C:20]([CH3:23])([CH3:22])[CH3:21])=[C:14]([F:25])[CH:13]=3)[O:11][C:6]=2[C:5]([F:27])=[CH:4][C:3]=1[F:28].[H-].[Na+].I[CH2:32][CH2:33][CH2:34][CH2:35][CH2:36][CH2:37][CH3:38].[Cl-].[Na+]>CN(C)C=O>[F:28][C:3]1[CH:4]=[C:5]([F:27])[C:6]2[O:11][C:10]([C:12]3[CH:17]=[CH:16][C:15]([NH:18][C:19](=[O:24])[C:20]([CH3:23])([CH3:22])[CH3:21])=[C:14]([F:25])[CH:13]=3)=[CH:9][C:8](=[O:26])[C:7]=2[C:2]=1[NH:1][CH2:32][CH2:33][CH2:34][CH2:35][CH2:36][CH2:37][CH3:38] |f:1.2,4.5|. Procedure details: 505 mg (1.29 mmol) of 5-amino-6,8-difluoro-2-(3-fluoro-4-pivaloylaminophenyl)-4H-1-benzopyran-4-one obtained in Example 66 was dissolved in 15 ml of dimethylformamide under argon atmosphere, 156 mg of sodium hydride (60% oil dispersion) and 0.42 ml of 1-iodoheptane were added under ice-cooling and the mixture was stirred for 2 hours. An aqueous saturated solution of sodium chloride was added to the reaction solution and the mixture was extracted twice with ethyl acetate. The organic layer was wa...